This data is from the Open Reaction Database (ORD), a public repository of structured organic reaction records. The task is: describe an organic reaction: reactants, conditions, products, and yield Reactants: [Ag], CC(C)CC(N)C(=O)O. Product: [Ag], CC(C)CC(N)C(=O)O. As a reaction SMILES: [Ag:10].[CH3:1][CH:2]([CH3:3])[CH2:4][CH:5]([NH2:6])[C:7]([OH:8])=[O:9]>>[Ag:10].[CH3:1][CH:2]([CH3:3])[CH2:4][CH:5]([NH2:6])[C:7](=[O:8])[OH:9]. Starting materials: Nc1ccc(Br)c(C(F)(F)F)c1F, Cc1ccccc1, CCOCC, OB(O)C1CC1, C1CCC(P(C2CCCCC2)C2CCCCC2)CC1, [K+], [K+], [K+], CC(=O)[O-], CC(=O)[O-], O, O=P([O-])([O-])[O-], [Pd+2]. The product is Nc1ccc(C2CC2)c(C(F)(F)F)c1F. RXN SMILES: [Br:1][c:2]1[c:3]([C:10]([F:11])([F:12])[F:13])[c:4]([F:9])[c:5]([NH2:6])[cH:7][cH:8]1.[CH3:47][c:48]1[cH:49][cH:50][cH:51][cH:52][cH:53]1.[CH3:55][CH2:56][O:57][CH2:58][CH3:59].[CH:14]1([B:17]([OH:18])[OH:19])[CH2:15][CH2:16]1.[CH:28]1([P:29]([CH:30]2[CH2:31][CH2:32][CH2:33][CH2:34][CH2:35]2)[CH:36]2[CH2:37][CH2:38][CH2:39][CH2:40][CH2:41]2)[CH2:42][CH2:43][CH2:44][CH2:45][CH2:46]1.[K+:25].[K+:26].[K+:27].[O-:61][C:62]([CH3:63])=[O:64].[O-:65][C:66]([CH3:67])=[O:68].[OH2:54].[P:20]([O-:21])([O-:22])([O-:23])=[O:24].[Pd+2:60]>>[c:2]1([CH:14]2[CH2:15][CH2:16]2)[c:3]([C:10]([F:11])([F:12])[F:13])[c:4]([F:9])[c:5]([NH2:6])[cH:7][cH:8]1. Starting materials: CC(C)(C)c1ccc(OCC(=O)Nc2nc3c(ncn3C3CC(O)C(CO)O3)c(=O)[nH]2)cc1, [Cl-], ClCCl, CC(COC(=O)n1cc[n+](C)c1)c1ccccc1[N+](=O)[O-]. Yields the product CC(COC(=O)OC1CC(n2cnc3c(=O)[nH]c(NC(=O)COc4ccc(C(C)(C)C)cc4)nc32)OC1CO)c1ccccc1[N+](=O)[O-]. RXN SMILES: [C:1]([CH3:2])([CH3:3])([CH3:4])[c:5]1[cH:6][cH:7][c:8]([O:9][CH2:10][C:11](=[O:12])[NH:13][c:14]2[nH:15][c:16](=[O:31])[c:17]3[n:18][cH:19][n:20]([CH:21]4[CH2:22][CH:23]([OH:24])[CH:25]([CH2:26][OH:27])[O:28]4)[c:29]3[n:30]2)[cH:32][cH:33]1.[Cl-:34].[Cl:56][CH2:57][Cl:58].[N+:35](=[O:36])([O-:37])[c:38]1[c:39]([CH:44]([CH2:45][O:46][C:47](=[O:48])[n:49]2[cH:50][cH:51][n+:52]([CH3:53])[cH:54]2)[CH3:55])[cH:40][cH:41][cH:42][cH:43]1>>[C:1]([CH3:2])([CH3:3])([CH3:4])[c:5]1[cH:6][cH:7][c:8]([O:9][CH2:10][C:11](=[O:12])[NH:13][c:14]2[nH:15][c:16](=[O:31])[c:17]3[n:18][cH:19][n:20]([CH:21]4[CH2:22][CH:23]([O:24][C:47]([O:46][CH2:45][CH:44]([c:39]5[c:38]([N+:35](=[O:36])[O-:37])[cH:43][cH:42][cH:41][cH:40]5)[CH3:55])=[O:48])[CH:25]([CH2:26][OH:27])[O:28]4)[c:29]3[n:30]2)[cH:32][cH:33]1. Reactants: FC(C(=O)O)(F)F (Trifluoroacetic acid), N1(N=CC2=CC=CC=C12)CC1CC(CCC1)NC(=O)C=1C=C2C(=NN(C2=CC1)C(C1=CC=CC=C1)(C1=CC=CC=C1)C1=CC=CC=C1)C1=CC(=NC=C1)C (N-(3-((1H-indazol-1-yl)methyl)cyclohexyl)-3-(2-methylpyridin-4-yl)-1-trityl-1H-indazole-5-carboxamide). The reagents and catalysts are C(C)[SiH](CC)CC (Triethylsilane). Reaction conditions: time 30 minute. Product: N1(N=CC2=CC=CC=C12)CC1CC(CCC1)NC(=O)C=1C=C2C(=NNC2=CC1)C1=CC(=NC=C1)C (N-(3-((1H-indazol-1-yl)methyl)cyclohexyl)-3-(2-methylpyridin-4-yl)-1H-indazole-5-carboxamide). Reaction SMILES: FC(F)(F)C(O)=O.[N:8]1([CH2:17][CH:18]2[CH2:23][CH2:22][CH2:21][CH:20]([NH:24][C:25]([C:27]3[CH:28]=[C:29]4[C:33](=[CH:34][CH:35]=3)[N:32](C(C3C=CC=CC=3)(C3C=CC=CC=3)C3C=CC=CC=3)[N:31]=[C:30]4[C:55]3[CH:60]=[CH:59][N:58]=[C:57]([CH3:61])[CH:56]=3)=[O:26])[CH2:19]2)[C:16]2[C:11](=[CH:12][CH:13]=[CH:14][CH:15]=2)[CH:10]=[N:9]1>C([SiH](CC)CC)C>[N:8]1([CH2:17][CH:18]2[CH2:23][CH2:22][CH2:21][CH:20]([NH:24][C:25]([C:27]3[CH:28]=[C:29]4[C:33](=[CH:34][CH:35]=3)[NH:32][N:31]=[C:30]4[C:55]3[CH:60]=[CH:59][N:58]=[C:57]([CH3:61])[CH:56]=3)=[O:26])[CH2:19]2)[C:16]2[C:11](=[CH:12][CH:13]=[CH:14][CH:15]=2)[CH:10]=[N:9]1. Reported procedure: Trifluoroacetic acid (5 mL) was added to N-(3-((1H-indazol-1-yl)methyl)cyclohexyl)-3-(2-methylpyridin-4-yl)-1-trityl-1H-indazole-5-carboxamide (0.1 mmol). The reaction was stirred at room temperature for 30 minutes. Triethylsilane (1 drop) was added to the reaction and stirred for an additional 5 minutes. The crude product purified using prep HPLC.